From a dataset of the Open Reaction Database (ORD), a public repository of structured organic reaction records. describe an organic reaction: reactants, conditions, products, and yield Reaction SMILES: [F:1][C:2]1[CH:3]=[C:4](Br)[CH:5]=[C:6]([F:9])[C:7]=1[F:8].C(=O)([O-])[O-].[K+].[K+].[CH:17]([C:19]1[CH:24]=[CH:23][C:22](OB(O)O)=[CH:21][CH:20]=1)=[O:18]>C1COCC1>[F:1][C:2]1[CH:3]=[C:4]([C:22]2[CH:23]=[CH:24][C:19]([CH:17]=[O:18])=[CH:20][CH:21]=2)[CH:5]=[C:6]([F:9])[C:7]=1[F:8] |f:1.2.3|. Run in C1CCOC1 (THF). Reactants: C(=O)C1=CC=C(C=C1)OB(O)O (4-formylphenylboric acid), FC=1C=C(C=C(C1F)F)Br (3,4,5-trifluorobromobenzene), tetrakis-triphenylphosphine palladium, C([O-])([O-])=O.[K+].[K+] (potassium carbonate), resultant mixture. The product is FC=1C=C(C=C(C1F)F)C1=CC=C(C=O)C=C1 (4-(3,4,5-trifluorophenyl)benzaldehyde). Conditions: temperature 60 celsius. Isolated yield 96.9%. Reported procedure: In a nitrogen atmosphere, a solution prepared by mixing 15.00 g of 3,4,5-trifluorobromobenzene, 0.25 g of tetrakis-triphenylphosphine palladium, 30 mL of an aqueous potassium carbonate solution (2 mol/L), and 75 mL of THF was heated to 60° C., and 10.71 g of 4-formylphenylboric acid was added to the solution over 20 minutes. After the resultant mixture was stirred at 60° C. for 3 hours, the mixture was allowed to cool, and an organic layer was separated by adding hexane. The organic layer was wa... Reactants: FC1=C(CC=2C(OC3=C(C2C)C=CC(=C3)OC(N(C)C)=O)=O)C=CC=C1[N+](=O)[O-] (dimethylcarbamic acid 3-(2-fluoro-3-nitrobenzyl)-4-methyl-2-oxo-2H-1-benzopyran-7-yl ester), Cl (hydrochloric acid), resultant suspension, BrN1C(CCC1=O)=O (N-bromosuccinimide). Run in C1CCOC1 (THF), C1CCOC1 (THF), ice water. Conditions: temperature 0 celsius, time 40 minute. Yields the product BrCC1=C(C(OC2=C1C=CC(=C2)OC(N(C)C)=O)=O)CC2=C(C(=CC=C2)[N+](=O)[O-])F (Dimethylcarbamic acid 4-bromomethyl-3-(2-fluoro-3-nitrobenzyl)-2-oxo-2H-1-benzopyran-7-yl ester). The yield is 42.6%. Reaction SMILES: [F:1][C:2]1[C:26]([N+:27]([O-:29])=[O:28])=[CH:25][CH:24]=[CH:23][C:3]=1[CH2:4][C:5]1[C:6](=[O:22])[O:7][C:8]2[CH:15]=[C:14]([O:16][C:17](=[O:21])[N:18]([CH3:20])[CH3:19])[CH:13]=[CH:12][C:9]=2[C:10]=1[CH3:11].[Br:30]N1C(=O)CCC1=O.Cl>C1COCC1>[Br:30][CH2:11][C:10]1[C:9]2[CH:12]=[CH:13][C:14]([O:16][C:17](=[O:21])[N:18]([CH3:19])[CH3:20])=[CH:15][C:8]=2[O:7][C:6](=[O:22])[C:5]=1[CH2:4][C:3]1[CH:23]=[CH:24][CH:25]=[C:26]([N+:27]([O-:29])=[O:28])[C:2]=1[F:1]. Procedure details: THF (0.9 mL) was added to dimethylcarbamic acid 3-(2-fluoro-3-nitrobenzyl)-4-methyl-2-oxo-2H-1-benzopyran-7-yl ester (compound 1g-1-4) (47.6 mg), and the resultant suspension was stirred at −78° C. for 20 minutes to yield a dark brown solution. This solution was added at 0° C. to a solution of N-bromosuccinimide (28 mg) in THF (0.8 mL) (which had been prepared in advance in a separate container), and the mixture was stirred at 0° C. for 40 minutes. This reaction solution was poured into 1N hydro... Reactants: C([O-])([O-])=O.[Na+].[Na+] (sodium carbonate), C1(=CC=CC=C1)C(C)(CC(C)C1=CC=NC=C1)O (2-phenyl-4-(4-pyridyl)-2-pentanol), S(O)(O)(=O)=O (sulfuric acid). Run in O (water). Reaction conditions: temperature 100 celsius. Yields the product C1(=CC=CC=C1)\C(\C)=C\C(C)C1=CC=NC=C1 ((E)-2-phenyl-4-(4-pyridyl)-2-pentene), C1(=CC=CC=C1)\C(\C)=C/C(C)C1=CC=NC=C1 ((Z)-2-phenyl-4-(4-pyridyl)-2-pentene). Isolated yield 4.0%. As a reaction SMILES: [C:1]1([C:7](O)([CH2:9][CH:10]([C:12]2[CH:17]=[CH:16][N:15]=[CH:14][CH:13]=2)[CH3:11])[CH3:8])[CH:6]=[CH:5][CH:4]=[CH:3][CH:2]=1.S(=O)(=O)(O)O.C(=O)([O-])[O-].[Na+].[Na+]>O>[C:1]1(/[C:7](=[CH:9]/[CH:10]([C:12]2[CH:13]=[CH:14][N:15]=[CH:16][CH:17]=2)[CH3:11])/[CH3:8])[CH:2]=[CH:3][CH:4]=[CH:5][CH:6]=1.[C:1]1(/[C:7](=[CH:9]\[CH:10]([C:12]2[CH:13]=[CH:14][N:15]=[CH:16][CH:17]=2)[CH3:11])/[CH3:8])[CH:2]=[CH:3][CH:4]=[CH:5][CH:6]=1 |f:2.3.4|. Procedure: To the said oily substance, that is , 8.83 g (36.6 mmol) of 2-phenyl-4-(4-pyridyl)-2-pentanol, 15 ml of 65% sulfuric acid was added and the mixture was heated for 2 hours at 100° C and after cooling, water was added. The mixture was alkalized with sodium carbonate and was extracted with ethyl acetate. Subsequently, layer a of ethyl acetate was dried over anhydrous sodium sulfate and the solvent was distilled away under reduced pressure and purified by silica gel column chromatography to obtain 0... Reactants: O=C([O-])[O-], CI, CC#N, [K+], [K+], COC(=O)c1[nH]c2c(C)ccc(C)c2c1C=NO. Product: CON=Cc1c(C(=O)OC)[nH]c2c(C)ccc(C)c12. Reaction SMILES: [C:21](=[O:22])([O-:23])[O-:24].[CH3:19][I:20].[CH3:27][C:28]#[N:29].[K+:25].[K+:26].[OH:1][N:2]=[CH:3][c:4]1[c:5]([C:15](=[O:16])[O:17][CH3:18])[nH:6][c:7]2[c:8]([CH3:14])[cH:9][cH:10][c:11]([CH3:13])[c:12]12>>[O:1]([N:2]=[CH:3][c:4]1[c:5]([C:15](=[O:16])[O:17][CH3:18])[nH:6][c:7]2[c:8]([CH3:14])[cH:9][cH:10][c:11]([CH3:13])[c:12]12)[CH3:21].